This data is from the Open Reaction Database (ORD), a public repository of structured organic reaction records. The task is: describe an organic reaction: reactants, conditions, products, and yield The product is CC(Oc1cncc(Cl)n1)c1cccc([N+](=O)[O-])c1. As a reaction SMILES: [C:23](=[O:24])([O-:25])[OH:26].[CH3:34][CH2:35][O:36][C:37](=[O:38])[CH3:39].[Cl:13][c:14]1[n:15][c:16]([Cl:20])[cH:17][n:18][cH:19]1.[H-:21].[N+:1](=[O:2])([O-:3])[c:4]1[cH:5][c:6]([CH:10]([CH3:11])[OH:12])[cH:7][cH:8][cH:9]1.[Na+:22].[Na+:27].[O:28]1[CH2:29][CH2:30][O:31][CH2:32][CH2:33]1>>[N+:1](=[O:2])([O-:3])[c:4]1[cH:5][c:6]([CH:10]([CH3:11])[O:12][c:16]2[n:15][c:14]([Cl:13])[cH:19][n:18][cH:17]2)[cH:7][cH:8][cH:9]1. Reactants: O=C([O-])O, CCOC(C)=O, Clc1cncc(Cl)n1, [H-], CC(O)c1cccc([N+](=O)[O-])c1, [Na+], [Na+], C1COCCO1. Reactants: C(C)(C)(C)OC(=O)N[C@@H](CC1CCCCC1)[C@@H]1C[C@H](C(O1)=O)C ((3R, 5S)-5-[(1S)-1-(t-butoxycarbonyl)amino-2-cyclohexylethyl]-3-methyldihydrofuran-2(3H)-one), C(C)N (ethylamine). Reaction conditions: time 55 minute. Product: C(C)(C)(C)OC(=O)N[C@H]([C@H](C[C@H](C(=O)NCC)C)O)CC1CCCCC1 ((2R, 4S, 5S)-5-(t-Butoxycarbonyl)amino-6-cyclohexyl-N-ethyl-4-hydroxy-2-methylhexanamide). As a reaction SMILES: [C:1]([O:5][C:6]([NH:8][C@H:9]([C@H:17]1[O:21][C:20](=[O:22])[C@H:19]([CH3:23])[CH2:18]1)[CH2:10][CH:11]1[CH2:16][CH2:15][CH2:14][CH2:13][CH2:12]1)=[O:7])([CH3:4])([CH3:3])[CH3:2].[CH2:24]([NH2:26])[CH3:25]>>[C:1]([O:5][C:6]([NH:8][C@@H:9]([CH2:10][CH:11]1[CH2:16][CH2:15][CH2:14][CH2:13][CH2:12]1)[C@@H:17]([OH:21])[CH2:18][C@@H:19]([CH3:23])[C:20]([NH:26][CH2:24][CH3:25])=[O:22])=[O:7])([CH3:4])([CH3:3])[CH3:2]. Procedure: A solution of 325 mg (1.0 mmole) of (3R, 5S)-5-[(1S)-1-(t-butoxycarbonyl)amino-2-cyclohexylethyl]-3-methyldihydrofuran-2(3H)-one (prepared as described in Preparation 2) in 10 ml of a 23% by volume methanolic solution of ethylamine was allowed to stand at room temperature for 3 hours and 55 minutes, after which the solvent was removed by distillation under reduced pressure. The residue was then recrystallizated from diisopropyl ether, to afford 321 mg of the title compound as white crystals, mel... RXN SMILES: [NH2:1][C:2]1[S:3][CH:4]=[C:5]([C:7]2[CH:12]=[CH:11][C:10]([NH:13][C:14](=[O:16])[CH3:15])=[CH:9][CH:8]=2)[N:6]=1.[CH2:17]([C:20]1[CH:25]=[CH:24][C:23]([S:26](Cl)(=[O:28])=[O:27])=[CH:22][CH:21]=1)[CH2:18][CH3:19]>>[CH2:17]([C:20]1[CH:25]=[CH:24][C:23]([S:26]([NH:1][C:2]2[S:3][CH:4]=[C:5]([C:7]3[CH:8]=[CH:9][C:10]([NH:13][C:14](=[O:16])[CH3:15])=[CH:11][CH:12]=3)[N:6]=2)(=[O:28])=[O:27])=[CH:22][CH:21]=1)[CH2:18][CH3:19]. Yields the product C(CC)C1=CC=C(C=C1)S(=O)(=O)NC=1SC=C(N1)C1=CC=C(C=C1)NC(C)=O (N-[4-(2-{[(4-propylphenyl)sulfonyl]amino}-1,3-thiazol-4-yl)phenyl]acetamide), solid. Procedure: The title compound was prepared from N-[4-(2-amino-1,3-thiazol-4-yl)phenyl]acetamide and 4-n-propylbenzenesulfonyl chloride as described in the synthetic METHOD B to give a yellow solid (1.0 mg) with purity >80%. MS (pos) m/z 416.2. Starting materials: NC=1SC=C(N1)C1=CC=C(C=C1)NC(C)=O (N-[4-(2-amino-1,3-thiazol-4-yl)phenyl]acetamide), C(CC)C1=CC=C(C=C1)S(=O)(=O)Cl (4-n-propylbenzenesulfonyl chloride). Reactants: COC(CN(C)C(=S)C1=CC=CC2=C(C=CC=C12)Br)=O (N-[(5-bromo-1-naphthalenyl)thioxomethyl]-N-methylglycine methyl ester), C(C)OC(CNC(=S)C1=CC(=C(C2=CC=CC=C12)OC)Cl)=O (N-[(3-chloro-4-methoxy-1-naphthalenyl)thioxomethyl]glycine ethyl ester). The product is ClC=1C=C(C2=CC=CC=C2C1OC)C(NCC(=O)O)=S (N-[(3-chloro-4-methoxy-1-naphthalenyl)thioxomethyl]glycine). RXN SMILES: COC(=O)CN(C(C1C2C(=C(Br)C=CC=2)C=CC=1)=S)C.C([O:23][C:24](=[O:42])[CH2:25][NH:26][C:27]([C:29]1[C:38]2[C:33](=[CH:34][CH:35]=[CH:36][CH:37]=2)[C:32]([O:39][CH3:40])=[C:31]([Cl:41])[CH:30]=1)=[S:28])C>>[Cl:41][C:31]1[CH:30]=[C:29]([C:27](=[S:28])[NH:26][CH2:25][C:24]([OH:42])=[O:23])[C:38]2[C:33]([C:32]=1[O:39][CH3:40])=[CH:34][CH:35]=[CH:36][CH:37]=2. Reported procedure: In the same manner, but replacing N-[(5-bromo-1-naphthalenyl)thioxomethyl]-N-methylglycine methyl ester with an equivalent amount of N-[(3-chloro-4-methoxy-1-naphthalenyl)thioxomethyl]glycine ethyl ester, described in Example 31, N-[(3-chloro-4-methoxy-1-naphthalenyl)thioxomethyl]glycine [mp 217° C. (dec); NMR(DMSO-d6) δ 3.96 (s, 3H), 4.42 (d, J=6 Hz, 2H), 7.40 (s, 1H), 7.65 (m, 2H), 8.18 (m, 2H); IR (Nujol*) 3150, 2900, 1720, 1140 cm-1 ; UV λmax (EtOH) 277 nm (ε 11,400), 224 (51,300); Anal Calc... The reactants are ice water, C(C1=CC=CC=C1)OC=1C=C(C=O)C=C(C1)F (3-benzyloxy-5-fluoro-benzaldehyde), [N+](=O)([O-])C (nitromethane), C(C)(=O)[O-].[NH4+] (ammonium acetate). The solvent is C(C)(=O)O (acetic acid). The product is C(C1=CC=CC=C1)OC1=CC(=CC(=C1)\C=C\[N+](=O)[O-])F (1-benzyloxy-3-fluoro-5-((E)-2-nitro-vinyl)-benzene). Yield: 68.5%. Reaction SMILES: [CH2:1]([O:8][C:9]1[CH:10]=[C:11]([CH:14]=[C:15]([F:17])[CH:16]=1)[CH:12]=O)[C:2]1[CH:7]=[CH:6][CH:5]=[CH:4][CH:3]=1.[N+:18]([CH3:21])([O-:20])=[O:19].C([O-])(=O)C.[NH4+]>C(O)(=O)C>[CH2:1]([O:8][C:9]1[CH:10]=[C:11](/[CH:12]=[CH:21]/[N+:18]([O-:20])=[O:19])[CH:14]=[C:15]([F:17])[CH:16]=1)[C:2]1[CH:7]=[CH:6][CH:5]=[CH:4][CH:3]=1 |f:2.3|. Reported procedure: Heat 3-benzyloxy-5-fluoro-benzaldehyde (3.75 g, 16.29 mmol), nitromethane (4.08 g, 66.79 mmol), and ammonium acetate (3.47 g, 44.96 mmol) in acetic acid (54 mL) in 125° C. oil bath under nitrogen for 4 hours. Cool to room temperature and pour into ice/water. Extract with hexanes/ethyl acetate. Dry (magnesium sulfate), filter and concentrate. Purify on 120 g silica gel eluting with 100:0 to 80:20 hexanes:ethyl acetate to give 3.05 g (68.5%) of the desired compound as a yellow oil. Reactants: CO (MeOH), FC1=NC=C(C=C1C1=NC(=NC(=N1)C)N)CN1CCOCC1 (4-(2-fluoro-5-(morpholinomethyl)pyridin-3-yl)-6-methyl-1,3,5-triazin-2-amine), NC=1C=C(C(=NC1)Cl)NS(=O)(=O)C (N-(5-amino-2-chloropyridin-3-yl)methanesulfonamide), C[Si](C)(C)[N-][Si](C)(C)C.[Na+] (NaHMDS). Solvent: CN(C)C=O (DMF). Reaction conditions: temperature 0 celsius, time 45 minute. Yields the product NC1=NC(=NC(=N1)C)C=1C(=NC=C(C1)CN1CCOCC1)NC=1C=C(C(=NC1)Cl)NS(=O)(=O)C (N-(5-(3-(4-amino-6-methyl-1,3,5-triazin-2-yl)-5-(morpholinomethyl)pyridin-2-ylamino)-2-chloropyridin-3-yl)methanesulfonamide). Yield: 77.3%. RXN SMILES: F[C:2]1[C:7]([C:8]2[N:13]=[C:12]([CH3:14])[N:11]=[C:10]([NH2:15])[N:9]=2)=[CH:6][C:5]([CH2:16][N:17]2[CH2:22][CH2:21][O:20][CH2:19][CH2:18]2)=[CH:4][N:3]=1.[NH2:23][C:24]1[CH:25]=[C:26]([NH:31][S:32]([CH3:35])(=[O:34])=[O:33])[C:27]([Cl:30])=[N:28][CH:29]=1.C[Si]([N-][Si](C)(C)C)(C)C.[Na+].CO>CN(C=O)C>[NH2:15][C:10]1[N:11]=[C:12]([CH3:14])[N:13]=[C:8]([C:7]2[C:2]([NH:23][C:24]3[CH:25]=[C:26]([NH:31][S:32]([CH3:35])(=[O:34])=[O:33])[C:27]([Cl:30])=[N:28][CH:29]=3)=[N:3][CH:4]=[C:5]([CH2:16][N:17]3[CH2:22][CH2:21][O:20][CH2:19][CH2:18]3)[CH:6]=2)[N:9]=1 |f:2.3|. Procedure: To a stirred solution of 4-(2-fluoro-5-(morpholinomethyl)pyridin-3-yl)-6-methyl-1,3,5-triazin-2-amine (0.0602 g, 0.198 mmol) and N-(5-amino-2-chloropyridin-3-yl)methanesulfonamide (Example 330, step 2, 0.0494 g, 0.223 mmol) in DMF (1 mL) in a 5 mL microwave vial, NaHMDS (Aldrich, 1 M in THF, 0.80 mL, 0.80 mmol) was added dropwise at 0° C. The mixture was stirred at 0° C. for 45 min. The reaction mixture was partitioned between saturated aqueous ammonium chloride (30 mL) and 25% isopropanol in ch... Reactants: CO, Cl, CCOC(=O)c1cc2c(nc1C(F)(F)F)CN(C(c1ccccc1)(c1ccccc1)c1ccccc1)CC2, C1COCCO1. Yields the product Cl, CCOC(=O)c1cc2c(nc1C(F)(F)F)CNCC2. RXN SMILES: [CH3:40][OH:41].[ClH:39].[F:1][C:2]([c:3]1[n:4][c:5]2[c:10]([cH:11][c:12]1[C:13](=[O:14])[O:15][CH2:16][CH3:17])[CH2:9][CH2:8][N:7]([C:18]([c:19]1[cH:20][cH:21][cH:22][cH:23][cH:24]1)([c:25]1[cH:26][cH:27][cH:28][cH:29][cH:30]1)[c:31]1[cH:32][cH:33][cH:34][cH:35][cH:36]1)[CH2:6]2)([F:37])[F:38].[O:42]1[CH2:43][CH2:44][O:45][CH2:46][CH2:47]1>>[ClH:39].[F:1][C:2]([c:3]1[n:4][c:5]2[c:10]([cH:11][c:12]1[C:13](=[O:14])[O:15][CH2:16][CH3:17])[CH2:9][CH2:8][NH:7][CH2:6]2)([F:37])[F:38]. Reactants: C(C)N=C=NCCCN(C)C (1-ethyl-3-(3-dimethylaminopropyl)carbodiimide), 1-Hydrobenztriazole, CN1CCOCC1 (N-methylmorpholine), N#N.C(C)(=O)N[C@@H](CCCCNC(=O)OCC1=CC=CC=C1)C(=O)O (N2 acetyl-N6 -benzyloxycarbonyl-L-lysine), C(C)(C)(C)OC(C(CC1(CCCC1)C(N[C@@H]1CC[C@@H](CC1)C(=O)OCC)=O)CN)=O (3-{1-[(cis-4-ethoxycarbonylcyclohexyl)-carbamoyl]cyclopentyl}-2-(aminomethyl)propanoic acid t-butyl ester). Run in ClCCl (dichloromethane), ClCCl (dichloromethane). Reaction conditions: temperature 0 celsius, time 20 minute. Yields the product C(C)(C)(C)OC(C(CC1(CCCC1)C(N[C@@H]1CC[C@@H](CC1)C(=O)OCC)=O)C(N)C([C@@H](NC(C)=O)CCCCNC(=O)OCC1=CC=CC=C1)=O)=O (2-(N2 -Acetyl-N6 -benzyloxycarbonyl-L-lysyl-aminomethyl)-3-{1-[(cis-4-ethoxycarbonyl-cyclohexyl)carbamoyl]cyclopentyl}propanoic acid t-butyl ester). Yield: 70920.4%. RXN SMILES: CN1CCOCC1.N#N.[C:10]([NH:13][C@H:14]([C:30]([OH:32])=O)[CH2:15][CH2:16][CH2:17][CH2:18][NH:19][C:20]([O:22][CH2:23][C:24]1[CH:29]=[CH:28][CH:27]=[CH:26][CH:25]=1)=[O:21])(=[O:12])[CH3:11].C(N=C=NCCCN(C)C)C.[C:44]([O:48][C:49](=[O:73])[CH:50]([CH2:71][NH2:72])[CH2:51][C:52]1([C:57](=[O:70])[NH:58][C@H:59]2[CH2:64][CH2:63][C@@H:62]([C:65]([O:67][CH2:68][CH3:69])=[O:66])[CH2:61][CH2:60]2)[CH2:56][CH2:55][CH2:54][CH2:53]1)([CH3:47])([CH3:46])[CH3:45]>ClCCl>[C:44]([O:48][C:49](=[O:73])[CH:50]([CH:71]([C:30](=[O:32])[C@H:14]([CH2:15][CH2:16][CH2:17][CH2:18][NH:19][C:20]([O:22][CH2:23][C:24]1[CH:25]=[CH:26][CH:27]=[CH:28][CH:29]=1)=[O:21])[NH:13][C:10](=[O:12])[CH3:11])[NH2:72])[CH2:51][C:52]1([C:57](=[O:70])[NH:58][C@H:59]2[CH2:60][CH2:61][C@@H:62]([C:65]([O:67][CH2:68][CH3:69])=[O:66])[CH2:63][CH2:64]2)[CH2:56][CH2:55][CH2:54][CH2:53]1)([CH3:46])([CH3:45])[CH3:47] |f:1.2|. Procedure details: 1-Hydrobenztriazole (207 mg, 1.53 mmole) and N-methylmorpholine (235 mg, 2.36 mmole) were added to a stirred solution of N2 -acetyl-N6 -benzyloxycarbonyl-L-lysine (456 mg, 1.41 mmole) in dry dichloromethane at 0° C., followed by 1-ethyl-3-(3-dimethylaminopropyl)carbodiimide (361 mg). The solution was stirred at 0° C. for 20 minutes and 3-{1-[(cis-4-ethoxycarbonylcyclohexyl)-carbamoyl]cyclopentyl}-2-(aminomethyl)propanoic acid t-butyl ester (500 mg, 1.18 mmole) in dichloromethane (10 ml) was adde...